From a dataset of the Open Reaction Database (ORD), a public repository of structured organic reaction records. describe an organic reaction: reactants, conditions, products, and yield Reactants: CN (methylamine), 45, Df, ClC1(SC=C(N1)Cl)S(=O)(=O)Cl (2,4-dichlorothiazole-sulphonyl chloride). Conditions: time 30 minute. The product is CNS(=O)(=O)C1(SC=C(N1)Cl)Cl (N-methyl-2,4 dichloro-thiazole-sulphonamide). As a reaction SMILES: [CH3:1][NH2:2].[Cl:3][C:4]1([S:10](Cl)(=[O:12])=[O:11])[NH:8][C:7]([Cl:9])=[CH:6][S:5]1>>[CH3:1][NH:2][S:10]([C:4]1([Cl:3])[NH:8][C:7]([Cl:9])=[CH:6][S:5]1)(=[O:12])=[O:11]. Procedure details: 21 g of a 30% strength aqueous methylamine solution were added dropwise at approx. -75° C. in the course of 45 minute$ to 25.25 g (0.1 mol) Df 2,4-dichloro-thiazole-sulphonyl chloride from Example 1 in 250 ml of the cold bath was then removed and the temperature was subsequently allowed to rise to room temperature, the mixture was subsequently stirred for 30 minutes, the resulting suspension was evaporated under a waterpump vacuum, and the residue was stirred with 300 ml of water. The solid was ... The reactants are ClC1=NC2=C(C=CC=C2C=C1[C@H](C)N1C(C2=CC=CC=C2C1=O)=O)F ((S)-2-(1-(2-Chloro-8-fluoroquinolin-3-yl)ethyl)isoindoline-1,3-dione), PdCl2(dppf)CH2Cl2, CSC1=C(C=CC=C1)B(O)O (2-(methylthio)phenylboronic acid), C([O-])([O-])=O.[K+].[K+] (potassium carbonate). The solvent is CN(C)C=O (DMF), CCOC(=O)C (EtOAc). Reaction conditions: temperature 100 celsius. The product is FC=1C=CC=C2C=C(C(=NC12)C1=C(C=CC=C1)SC)[C@H](C)N1C(C2=CC=CC=C2C1=O)=O (2-((1S)-1-(8-fluoro-2-(2-(methylthio)phenyl)quinolin-3-yl)ethyl)isoindoline-1,3-dione). Yield: 83.5%. RXN SMILES: Cl[C:2]1[C:11]([C@@H:12]([N:14]2[C:22](=[O:23])[C:21]3[C:16](=[CH:17][CH:18]=[CH:19][CH:20]=3)[C:15]2=[O:24])[CH3:13])=[CH:10][C:9]2[C:4](=[C:5]([F:25])[CH:6]=[CH:7][CH:8]=2)[N:3]=1.[CH3:26][S:27][C:28]1[CH:33]=[CH:32][CH:31]=[CH:30][C:29]=1B(O)O.C(=O)([O-])[O-].[K+].[K+]>CN(C=O)C.CCOC(C)=O>[F:25][C:5]1[CH:6]=[CH:7][CH:8]=[C:9]2[C:4]=1[N:3]=[C:2]([C:29]1[CH:30]=[CH:31][CH:32]=[CH:33][C:28]=1[S:27][CH3:26])[C:11]([C@@H:12]([N:14]1[C:22](=[O:23])[C:21]3[C:16](=[CH:17][CH:18]=[CH:19][CH:20]=3)[C:15]1=[O:24])[CH3:13])=[CH:10]2 |f:2.3.4|. Procedure: (S)-2-(1-(2-Chloro-8-fluoroquinolin-3-yl)ethyl)isoindoline-1,3-dione (14.0 g, 39.5 mmol), 2-(methylthio)phenylboronic acid (9.95 g, 59.2 mmol), and potassium carbonate (16.4 g, 118 mmol) were combined in 300 mL of anhydrous DMF under an atmosphere of N2. The solution was sparged with N2 for ˜5 min before adding PdCl2(dppf)CH2Cl2 (3.22 g, 3.95 mmol). The solution was heated at 100° C. for 3 h, and then cooled to 50° C. The solution was concentrated under vacuum to give a brownish residue, which w... Reactants: Cl, N#Cc1cc2c3c(cccc3c1N1CCC(N)C1)C(=O)N(O)C2=O. Product: N#Cc1cc2c3c(cccc3c1N1CCCC1)C(=O)N(O)C2=O. RXN SMILES: [ClH:25].[NH2:1][CH:2]1[CH2:3][N:4]([c:7]2[c:8]([C:23]#[N:24])[cH:9][c:10]3[c:19]4[c:14]([cH:15][cH:16][cH:17][c:18]24)[C:13](=[O:20])[N:12]([OH:21])[C:11]3=[O:22])[CH2:5][CH2:6]1>>[CH2:2]1[CH2:3][N:4]([c:7]2[c:8]([C:23]#[N:24])[cH:9][c:10]3[c:19]4[c:14]([cH:15][cH:16][cH:17][c:18]24)[C:13](=[O:20])[N:12]([OH:21])[C:11]3=[O:22])[CH2:5][CH2:6]1. Reactants: C(C1=CC=CC=C1)OC(=O)N1CC2=C(C=CC(=C2CC1)F)C1=C(C=C(C=C1)CC(=O)OCC)OC (8-(4-ethoxycarbonylmethyl-2-methoxy-phenyl)-5-fluoro-3,4-dihydro-1H-isoquinoline-2-carboxylic acid benzyl ester). Reagents/catalysts: [Pd] (palladium on activated carbon). Run in CCOC(=O)C (AcOEt). Run at time 18 hour. Product: FC1=C2CCNCC2=C(C=C1)C1=C(C=C(C=C1)CC(=O)OCC)OC (ethyl 2-(4-(5-fluoro-1,2,3,4-tetrahydroisoquinolin-8-yl)-3-methoxyphenyl)acetate). RXN SMILES: C(OC([N:11]1[CH2:20][CH2:19][C:18]2[C:13](=[C:14]([C:22]3[CH:27]=[CH:26][C:25]([CH2:28][C:29]([O:31][CH2:32][CH3:33])=[O:30])=[CH:24][C:23]=3[O:34][CH3:35])[CH:15]=[CH:16][C:17]=2[F:21])[CH2:12]1)=O)C1C=CC=CC=1>CCOC(C)=O.[Pd]>[F:21][C:17]1[CH:16]=[CH:15][C:14]([C:22]2[CH:27]=[CH:26][C:25]([CH2:28][C:29]([O:31][CH2:32][CH3:33])=[O:30])=[CH:24][C:23]=2[O:34][CH3:35])=[C:13]2[C:18]=1[CH2:19][CH2:20][NH:11][CH2:12]2. Procedure details: To a solution under N2 of 8-(4-ethoxycarbonylmethyl-2-methoxy-phenyl)-5-fluoro-3,4-dihydro-1H-isoquinoline-2-carboxylic acid benzyl ester (770 mg, 1.61 mmol, 1 eq.) in AcOEt (60 mL), palladium on activated carbon (10 wt. %, 80 mg) was added. The flask was evacuated and backfilled with H2 (3×). The black suspension was stirred at r.t. under an H2-atmosphere for 18 hours. The suspension was filtered through Celite, the Celite rinsed with AcOEt. The filtrate was concentrated in vacuo to give ethyl ... Starting materials: CC(C)(C)[Si](C)(C)OC1CCN(CCNC(=O)OCc2ccccc2)CC1, C1CCOC1. The product is CC(C)(C)[Si](C)(C)OC1CCN(CCN)CC1. As a reaction SMILES: [CH2:1]([O:2][C:3](=[O:4])[NH:11][CH2:12][CH2:13][N:14]1[CH2:15][CH2:16][CH:17]([O:20][Si:21]([CH3:22])([CH3:23])[C:24]([CH3:25])([CH3:26])[CH3:27])[CH2:18][CH2:19]1)[c:5]1[cH:6][cH:7][cH:8][cH:9][cH:10]1.[O:28]1[CH2:29][CH2:30][CH2:31][CH2:32]1>>[NH2:11][CH2:12][CH2:13][N:14]1[CH2:15][CH2:16][CH:17]([O:20][Si:21]([CH3:22])([CH3:23])[C:24]([CH3:25])([CH3:26])[CH3:27])[CH2:18][CH2:19]1. The reactants are CCO, COc1ccc(-c2nc3cc([N+](=O)[O-])ccc3s2)cc1, Cl, [Fe], O. Product: COc1ccc(-c2nc3cc(N)ccc3s2)cc1. RXN SMILES: [CH3:23][CH2:24][OH:25].[CH3:3][O:4][c:5]1[cH:6][cH:7][c:8](-[c:11]2[s:12][c:13]3[c:14]([n:15]2)[cH:16][c:17]([N+:20]([O-:21])=[O:22])[cH:18][cH:19]3)[cH:9][cH:10]1.[ClH:2].[Fe:26].[OH2:1]>>[CH3:3][O:4][c:5]1[cH:6][cH:7][c:8](-[c:11]2[s:12][c:13]3[c:14]([n:15]2)[cH:16][c:17]([NH2:20])[cH:18][cH:19]3)[cH:9][cH:10]1. Reactants: FC(C(F)(F)F)(OC1=CC=C(C=C1)N1N=C(N=C1)C1=CC=C(C(=O)N=[N+]=[N-])C=C1)F (4-(1-(4-(perfluoroethoxy)-phenyl)-1H-1,2,4-triazol-3-yl)benzoyl azide), C1(=CC=CC=C1)C (toluene), [N-]=C=O (isocyanate). Solvent: ClCCl (dichloromethane). Reaction conditions: temperature 100 celsius, time 1 hour. The product is N(=C=O)C1=CC=C(C=C1)C1=NN(C=N1)C1=CC=C(C=C1)OC(C(F)(F)F)(F)F (3-(4-isocyanatophenyl)-1-(4-(perfluoroethoxy)-phenyl)-1H-1,2,4-triazole). As a reaction SMILES: [F:1][C:2]([F:30])([O:7][C:8]1[CH:13]=[CH:12][C:11]([N:14]2[CH:18]=[N:17][C:16]([C:19]3[CH:29]=[CH:28][C:22](C(N=[N+]=[N-])=O)=[CH:21][CH:20]=3)=[N:15]2)=[CH:10][CH:9]=1)[C:3]([F:6])([F:5])[F:4].C1(C)C=CC=CC=1.[N-:38]=[C:39]=[O:40]>ClCCl>[N:38]([C:22]1[CH:28]=[CH:29][C:19]([C:16]2[N:17]=[CH:18][N:14]([C:11]3[CH:12]=[CH:13][C:8]([O:7][C:2]([F:30])([F:1])[C:3]([F:4])([F:5])[F:6])=[CH:9][CH:10]=3)[N:15]=2)=[CH:20][CH:21]=1)=[C:39]=[O:40]. Procedure details: A 250 mL, three-neck flask, fitted with magnetic stirring, air condenser, temperature probe and nitrogen inlet, was charged with 4-(1-(4-(perfluoroethoxy)-phenyl)-1H-1,2,4-triazol-3-yl)benzoyl azide (5.00 g, 11.2 mmol) and toluene (100 mL). The brown solution was heated to 100° C. slowly and allowed to stir for 1 hour. Analysis of crude reaction mixture by LCMS shows the desired isocyanate. The reaction was cooled to 25° C. and the solvent removed by rotary evaporation to give a solid. The solid... Reported procedure: A mixture of N-[2-(dimethylamino)ethyl]-2-iodo-11-oxo-11H-pyrido[2,1-b]quinazoline-6-carboxamide (750 mg), 3-quinolinylboronic acid (743.47 mg), tetrakis-(triphenylphosphine)palladium(0) (198.67 mg) and sodium carbonate (4.3 ml of 2 M (8.6 mmol))and 33 ml of toluene was heated at 120° C. for 7 hours and cooled to room temperature. The reaction mixture was diluted with 70 ml of water and extracted with 3×70 ml CHCl3. The organic layer was dried over Na2SO4 and evaporated in vacuo to a residue. Th... Conditions: temperature 120 celsius. Reactants: CN(CCNC(=O)C1=CC=CN2C1=NC1=CC=C(C=C1C2=O)I)C (N-[2-(dimethylamino)ethyl]-2-iodo-11-oxo-11H-pyrido[2,1-b]quinazoline-6-carboxamide), N1=CC(=CC2=CC=CC=C12)B(O)O (3-quinolinylboronic acid), tetrakis-(triphenylphosphine)palladium(0), C([O-])([O-])=O.[Na+].[Na+] (sodium carbonate), C1(=CC=CC=C1)C (toluene). Isolated yield 66.6%. Product: CN(CCNC(=O)C1=CC=CN2C1=NC1=CC=C(C=C1C2=O)C=2C=NC1=CC=CC=C1C2)C (N-[2-(Dimethylamino)ethyl]-11-oxo-2-(3-quinolinyl)-11H-pyrido[2,1-b]quinazoline-6-carboxamide). Solvent: O (water). RXN SMILES: [CH3:1][N:2]([CH3:24])[CH2:3][CH2:4][NH:5][C:6]([C:8]1[C:13]2=[N:14][C:15]3[C:20]([C:21](=[O:22])[N:12]2[CH:11]=[CH:10][CH:9]=1)=[CH:19][C:18](I)=[CH:17][CH:16]=3)=[O:7].[N:25]1[C:34]2[C:29](=[CH:30][CH:31]=[CH:32][CH:33]=2)[CH:28]=[C:27](B(O)O)[CH:26]=1.C(=O)([O-])[O-].[Na+].[Na+].C1(C)C=CC=CC=1>O>[CH3:1][N:2]([CH3:24])[CH2:3][CH2:4][NH:5][C:6]([C:8]1[C:13]2=[N:14][C:15]3[C:20]([C:21](=[O:22])[N:12]2[CH:11]=[CH:10][CH:9]=1)=[CH:19][C:18]([C:27]1[CH:26]=[N:25][C:34]2[C:29]([CH:28]=1)=[CH:30][CH:31]=[CH:32][CH:33]=2)=[CH:17][CH:16]=3)=[O:7] |f:2.3.4|. The reactants are CC1C(CCCC1)C(=O)O (2-methylcyclohexanecarboxylic acid), C(C(=O)Cl)(=O)Cl (oxalyl chloride). The reagents and catalysts are CN(C)C=O (DMF). Run in C(Cl)Cl (DCM). Conditions: time 4 hour. Yields the product CC1C(CCCC1)C(=O)Cl (2-methylcyclohexanecarbonyl chloride). The yield is 102.3%. RXN SMILES: [CH3:1][CH:2]1[CH2:7][CH2:6][CH2:5][CH2:4][CH:3]1[C:8]([OH:10])=O.C(Cl)(=O)C([Cl:14])=O>C(Cl)Cl.CN(C=O)C>[CH3:1][CH:2]1[CH2:7][CH2:6][CH2:5][CH2:4][CH:3]1[C:8]([Cl:14])=[O:10]. Reported procedure: To a solution of 2-methylcyclohexanecarboxylic acid (6.00 mL, 42.6 mmol, mixture of cis and trans) in DCM (60 mL) was added oxalyl chloride (4.80 mL, 55.3 mmol) followed by DMF (0.03 mL, 0.4 mmol). The reaction mixture was stirred at ambient temperature for about 4 h before it was concentrated under reduced pressure to constant weight to afford 2-methylcyclohexanecarbonyl chloride (mixture of diastereomers) as a yellow oil (7.0 g, 97%): 1H NMR (400 MHz, CDCl3) δ 2.98-2.94 (m, 1H), 2.39-2.35 (m, ... Reactants: O=C=Nc1ccc(Br)cc1, ClCCl, CN(C)CCN(C)C(=O)c1ccc(N)cc1. Yields the product CN(C)CCN(C)C(=O)c1ccc(NC(=O)Nc2ccc(Br)cc2)cc1. Reaction SMILES: [Br:17][c:18]1[cH:19][cH:20][c:21]([N:24]=[C:25]=[O:26])[cH:22][cH:23]1.[Cl:27][CH2:28][Cl:29].[NH2:1][c:2]1[cH:3][cH:4][c:5]([C:6](=[O:7])[N:8]([CH3:9])[CH2:10][CH2:11][N:12]([CH3:13])[CH3:14])[cH:15][cH:16]1>>[NH:1]([c:2]1[cH:3][cH:4][c:5]([C:6](=[O:7])[N:8]([CH3:9])[CH2:10][CH2:11][N:12]([CH3:13])[CH3:14])[cH:15][cH:16]1)[C:25]([NH:24][c:21]1[cH:20][cH:19][c:18]([Br:17])[cH:23][cH:22]1)=[O:26].